From a dataset of the Open Reaction Database (ORD), a public repository of structured organic reaction records. describe an organic reaction: reactants, conditions, products, and yield Starting materials: C(C)(C)(C)OC(=O)N1CCN(CC1)C1=NC=C(C=C1C(F)(F)F)C=O (4-(5-Formyl-3-trifluoromethyl-pyridin-2-yl)-piperazine-1-carboxylic acid tert-butyl ester), [BH4-].[Na+] (NaBH4). Yields the product C(C)(C)(C)OC(=O)N1CCN(CC1)C1=NC=C(C=C1C(F)(F)F)CO (4-(5-Hydroxymethyl-3-trifluoromethyl-pyridin-2-yl)-piperazine-1-carboxylic acid tert-butyl ester). RXN SMILES: [C:1]([O:5][C:6]([N:8]1[CH2:13][CH2:12][N:11]([C:14]2[C:19]([C:20]([F:23])([F:22])[F:21])=[CH:18][C:17]([CH:24]=[O:25])=[CH:16][N:15]=2)[CH2:10][CH2:9]1)=[O:7])([CH3:4])([CH3:3])[CH3:2].[BH4-].[Na+]>>[C:1]([O:5][C:6]([N:8]1[CH2:9][CH2:10][N:11]([C:14]2[C:19]([C:20]([F:23])([F:21])[F:22])=[CH:18][C:17]([CH2:24][OH:25])=[CH:16][N:15]=2)[CH2:12][CH2:13]1)=[O:7])([CH3:4])([CH3:2])[CH3:3] |f:1.2|. Procedure: 4-(5-Formyl-3-trifluoromethyl-pyridin-2-yl)-piperazine-1-carboxylic acid tert-butyl ester from step (c) above (1.44 g, 4.0 mmol) reacted with NaBH4 (180 mg, 4.8 mmol, Aldrich) under the conditions of Example 183f to give the title compound as a gum. MS (ESI, pos. ion) m/e: 262 (M-Bu+1). Reactants: O=[Ag-], BrCc1ccccc1, O=C([O-])[O-], C=CCOC(=O)C(CC(C)C)C(O)C(=O)OC, CN(C)C=O, CCOCC, [Cs+], [Cs+]. As a reaction SMILES: [Ag-:42]=[O:43].[Br:1][CH2:2][c:3]1[cH:4][cH:5][cH:6][cH:7][cH:8]1.[C:26](=[O:27])([O-:28])[O-:29].[CH2:9]([CH:10]=[CH2:11])[O:12][C:13](=[O:14])[CH:15]([CH:16]([C:17](=[O:18])[O:19][CH3:20])[OH:21])[CH2:22][CH:23]([CH3:24])[CH3:25].[CH3:32][N:33]([CH3:34])[CH:35]=[O:36].[CH3:37][CH2:38][O:39][CH2:40][CH3:41].[Cs+:30].[Cs+:31]>>[CH2:2]([c:3]1[cH:4][cH:5][cH:6][cH:7][cH:8]1)[O:21][CH:16]([CH:15]([C:13]([O:12][CH2:9][CH:10]=[CH2:11])=[O:14])[CH2:22][CH:23]([CH3:24])[CH3:25])[C:17](=[O:18])[O:19][CH3:20]. Product: C=CCOC(=O)C(CC(C)C)C(OCc1ccccc1)C(=O)OC. Starting materials: CCC(CO)Nc1nc(SCc2cccc(F)c2F)nc2nc(N)sc12, CC(C)(O)CN, C1CCOC1. Yields the product CC(C)(O)CNc1nc(SCc2cccc(F)c2F)nc2nc(N)sc12. Reaction SMILES: [NH2:1][c:2]1[s:3][c:4]2[c:5]([n:6][c:7]([S:16][CH2:17][c:18]3[c:19]([F:25])[c:20]([F:24])[cH:21][cH:22][cH:23]3)[n:8][c:9]2[NH:10][CH:11]([CH2:12][CH3:13])[CH2:14][OH:15])[n:26]1.[NH2:27][CH2:28][C:29]([CH3:30])([OH:31])[CH3:32].[O:33]1[CH2:34][CH2:35][CH2:36][CH2:37]1>>[NH2:1][c:2]1[s:3][c:4]2[c:5]([n:6][c:7]([S:16][CH2:17][c:18]3[c:19]([F:25])[c:20]([F:24])[cH:21][cH:22][cH:23]3)[n:8][c:9]2[NH:27][CH2:28][C:29]([CH3:30])([OH:31])[CH3:32])[n:26]1. Reactants: CC(=O)c1cc(C)c(Oc2nc(Nc3ccc(C#N)cc3)nc3cc[nH]c23)c(C)c1, O=C1CCC(=O)N1Cl, ClCCl. As a reaction SMILES: [C:1]([CH3:2])(=[O:3])[c:4]1[cH:5][c:6]([CH3:30])[c:7]([O:8][c:9]2[c:10]3[c:11]([n:12][c:13]([NH:15][c:16]4[cH:17][cH:18][c:19]([C:20]#[N:21])[cH:22][cH:23]4)[n:14]2)[cH:24][cH:25][nH:26]3)[c:27]([CH3:29])[cH:28]1.[Cl:31][N:32]1[C:33](=[O:34])[CH2:35][CH2:36][C:37]1=[O:38].[Cl:39][CH2:40][Cl:41]>>[C:1]([CH3:2])(=[O:3])[c:4]1[cH:5][c:6]([CH3:30])[c:7]([O:8][c:9]2[c:10]3[c:11]([n:12][c:13]([NH:15][c:16]4[cH:17][cH:18][c:19]([C:20]#[N:21])[cH:22][cH:23]4)[n:14]2)[c:24]([Cl:31])[cH:25][nH:26]3)[c:27]([CH3:29])[cH:28]1. The product is CC(=O)c1cc(C)c(Oc2nc(Nc3ccc(C#N)cc3)nc3c(Cl)c[nH]c23)c(C)c1.